From a dataset of the Open Reaction Database (ORD), a public repository of structured organic reaction records. describe an organic reaction: reactants, conditions, products, and yield Yields the product C(C)OC(CC(=O)[C@@H]1C[C@@H](N(CC1)C(=O)OC)C1=C(C=C(C(=C1)F)F)F)=O (Cis-methyl 4-(3-ethoxy-3-oxopropanoyl)-2-(2,4,5-trifluorophenyl)piperidine-1-carboxylate). Conditions: time 6 hour. Reaction SMILES: [CH3:1][O:2][C:3]([N:5]1[CH2:10][CH2:9][CH:8]([C:11]([OH:13])=O)[CH2:7][CH:6]1[C:14]1[CH:19]=[C:18]([F:20])[C:17]([F:21])=[CH:16][C:15]=1[F:22])=[O:4].N1(C(N2C=CN=C2)=O)C=CN=C1.[CH2:35]([O:37][C:38](=[O:43])[CH2:39]C([O-])=O)[CH3:36].[K+].[Cl-].[Mg+2].[Cl-].Cl>CN1C2C(N=C(N)NC=2NCC1CNC1C=CC(C(NC(C(O)=O)CCC(O)=O)=O)=CC=1)=O.O.CC(OC)(C)C>[CH2:35]([O:37][C:38](=[O:43])[CH2:39][C:11]([C@H:8]1[CH2:9][CH2:10][N:5]([C:3]([O:2][CH3:1])=[O:4])[C@@H:6]([C:14]2[CH:19]=[C:18]([F:20])[C:17]([F:21])=[CH:16][C:15]=2[F:22])[CH2:7]1)=[O:13])[CH3:36] |f:2.3,4.5.6|. Reported procedure: 1-(Methoxycarbonyl)-2-(2,4,5-trifluorophenyl)piperidine-4-carboxylic acid (2.388 g, 7.53 mmol) (reference compound 27) was dissolved in methyl THF (50 mL) and di(1H-imidazol-1-yl)methanone (1.831 g, 11.29 mmol) added. The suspension was stirred at room temperature under nitrogen for 6 h (flask 1). In a separate flask potassium 3-ethoxy-3-oxopropanoate (2.306 g, 13.55 mmol) was suspended in methyl THF (50.0 mL) and magnesium chloride (1.290 g, 13.55 mmol) added. The suspension was stirred at 50° ... The reactants are COC(=O)N1C(CC(CC1)C(=O)O)C1=C(C=C(C(=C1)F)F)F (1-(Methoxycarbonyl)-2-(2,4,5-trifluorophenyl)piperidine-4-carboxylic acid), COC(=O)N1C(CC(CC1)C(=O)O)C1=C(C=C(C(=C1)F)F)F (1-(Methoxycarbonyl)-2-(2,4,5-trifluorophenyl)piperidine-4-carboxylic acid), C(C)OC(CC(=O)[O-])=O.[K+] (potassium 3-ethoxy-3-oxopropanoate), [Cl-].[Mg+2].[Cl-] (magnesium chloride), N1(C=NC=C1)C(=O)N1C=NC=C1 (di(1H-imidazol-1-yl)methanone), Cl (HCl). Yield: 64.4%. The solvent is CN1C(CNC2=C1C(=O)N=C(N2)N)CNC3=CC=C(C=C3)C(=O)NC(CCC(=O)O)C(=O)O (methyl THF), CN1C(CNC2=C1C(=O)N=C(N2)N)CNC3=CC=C(C=C3)C(=O)NC(CCC(=O)O)C(=O)O (methyl THF), CC(C)(C)OC (MTBE), O (water). Starting materials: CCCC[Sn](CCCC)(CCCC)c1ccc(-c2cccs2)s1, Clc1ccc2cc3cc4ccccc4cc3cc2c1, O=C(C=Cc1ccccc1)C=Cc1ccccc1, O=C(C=Cc1ccccc1)C=Cc1ccccc1, O=C(C=Cc1ccccc1)C=Cc1ccccc1, C1COCCO1, [Pd], [Pd]. Yields the product c1csc(-c2ccc(-c3ccc4cc5cc6ccccc6cc5cc4c3)s2)c1. RXN SMILES: [CH2:20]([Sn:21]([CH2:22][CH2:23][CH2:24][CH3:35])([c:25]1[cH:26][cH:27][c:28](-[c:30]2[s:31][cH:32][cH:33][cH:34]2)[s:29]1)[CH2:36][CH2:37][CH2:38][CH3:39])[CH2:40][CH2:41][CH3:42].[Cl:1][c:2]1[cH:3][c:4]2[cH:5][c:6]3[cH:7][c:8]4[cH:9][cH:10][cH:11][cH:12][c:13]4[cH:14][c:15]3[cH:16][c:17]2[cH:18][cH:19]1.[O:45]=[C:46]([CH:47]=[CH:48][c:49]1[cH:50][cH:51][cH:52][cH:53][cH:54]1)[CH:55]=[CH:56][c:57]1[cH:58][cH:59][cH:60][cH:61][cH:62]1.[O:63]=[C:64]([CH:65]=[CH:66][c:67]1[cH:68][cH:69][cH:70][cH:71][cH:72]1)[CH:73]=[CH:74][c:75]1[cH:76][cH:77][cH:78][cH:79][cH:80]1.[O:81]=[C:82]([CH:83]=[CH:84][c:85]1[cH:86][cH:87][cH:88][cH:89][cH:90]1)[CH:91]=[CH:92][c:93]1[cH:94][cH:95][cH:96][cH:97][cH:98]1.[O:99]1[CH2:100][CH2:101][O:102][CH2:103][CH2:104]1.[Pd:43].[Pd:44]>>[c:2]1(-[c:25]2[cH:26][cH:27][c:28](-[c:30]3[s:31][cH:32][cH:33][cH:34]3)[s:29]2)[cH:3][c:4]2[cH:5][c:6]3[cH:7][c:8]4[cH:9][cH:10][cH:11][cH:12][c:13]4[cH:14][c:15]3[cH:16][c:17]2[cH:18][cH:19]1. The reactants are COC(=O)COc1cc(Cl)ccc1OCC(=O)N1CC(C)N(Cc2ccc(F)cc2)CC1C, CO, Cl, [Li+], C1CCOC1, [OH-], O, O. Product: CC1CN(C(=O)COc2ccc(Cl)cc2OCC(=O)O)C(C)CN1Cc1ccc(F)cc1. RXN SMILES: [CH3:1][O:2][C:3]([CH2:4][O:5][c:6]1[c:7]([O:13][CH2:14][C:15](=[O:16])[N:17]2[CH:18]([CH3:32])[CH2:19][N:20]([CH2:24][c:25]3[cH:26][cH:27][c:28]([F:31])[cH:29][cH:30]3)[CH:21]([CH3:23])[CH2:22]2)[cH:8][cH:9][c:10]([Cl:12])[cH:11]1)=[O:33].[CH3:38][OH:39].[ClH:37].[Li+:36].[O:40]1[CH2:41][CH2:42][CH2:43][CH2:44]1.[OH-:35].[OH2:34].[OH2:45]>>[O:2]=[C:3]([CH2:4][O:5][c:6]1[c:7]([O:13][CH2:14][C:15](=[O:16])[N:17]2[CH:18]([CH3:32])[CH2:19][N:20]([CH2:24][c:25]3[cH:26][cH:27][c:28]([F:31])[cH:29][cH:30]3)[CH:21]([CH3:23])[CH2:22]2)[cH:8][cH:9][c:10]([Cl:12])[cH:11]1)[OH:33].